From a dataset of the Open Reaction Database (ORD), a public repository of structured organic reaction records. describe an organic reaction: reactants, conditions, products, and yield The reactants are C(C)(=O)NC1=CC=C(C(N)=NO)C=C1 (4-acetamidobenz amidoxime), ClC1=C(SC=C1)C(=O)Cl (3-chloro-thiophene-2-carbonyl chloride). Yields the product C(C)(=O)NC1=CC=C(C=C1)C1=NOC(=N1)C=1SC=CC1Cl (3-(4-Acetamido-phenyl)-5-(3-chloro-thiophen-2-yl)-[1,2,4]-oxadiazole). As a reaction SMILES: [C:1]([NH:4][C:5]1[CH:14]=[CH:13][C:8]([C:9](=[N:11][OH:12])[NH2:10])=[CH:7][CH:6]=1)(=[O:3])[CH3:2].[Cl:15][C:16]1[CH:20]=[CH:19][S:18][C:17]=1[C:21](Cl)=O>>[C:1]([NH:4][C:5]1[CH:14]=[CH:13][C:8]([C:9]2[N:10]=[C:21]([C:17]3[S:18][CH:19]=[CH:20][C:16]=3[Cl:15])[O:12][N:11]=2)=[CH:7][CH:6]=1)(=[O:3])[CH3:2]. Procedure details: The title compound was prepared from 4-acetamidobenz amidoxime (55.4 mg, 0.287 mmol) and 3-chloro-thiophene-2-carbonyl chloride (52.4 mg, 0.289 mmol) similar to Example 16, and yielded 33.6 mg (37%) of light orange solid. 1H NMR (CDCl3): 8.12 (d, J=8.52 Hz, 2H), 7.66 (d, J=8.79 Hz, 2H), 7.60 (d, J=5.22 Hz, 1H), 7.35 (s, 1H), 7.12 (d, J=5.22 Hz, 1H).